From a dataset of the Open Reaction Database (ORD), a public repository of structured organic reaction records. describe an organic reaction: reactants, conditions, products, and yield Reactants: C([O-])([O-])=O.[Na+].[Na+] (sodium carbonate), ClC=1N=CC2=C(N(CC(C(N2C)=O)(F)F)C(C)C)N1 (2-chloro-7,7-difluoro-9-isopropyl-5-methyl-5,7,8,9-tetrahydro-pyrimido[4,5-b][1,4]diazepin-6-one), NC1=C(C=C(C(=O)NCCCN(C)C)C=C1)OC (4-amino-N-(3-dimethylamino-propyl)-3-methoxy-benzamide), O.C1(=CC=C(C=C1)S(=O)(=O)O)C (p-toluenesulfonic acid monohydrate). Run in ClCCl (dichloromethane), C(C)(C)O (isopropanol). Product: FC1(C(N(C2=C(N(C1)C(C)C)N=C(N=C2)NC2=C(C=C(C(=O)NCCCN(C)C)C=C2)OC)C)=O)F (4-(7,7-difluoro-9-isopropyl-5-methyl-6-oxo-6,7,8,9-tetrahydro-5H-pyrimido[4,5-b][1,4]diazepin-2-ylamino)-N-(3-dimethylamino-propyl)-3-methoxy-benzamide). Yield: 53.6%. RXN SMILES: Cl[C:2]1[N:3]=[CH:4][C:5]2[N:11]([CH3:12])[C:10](=[O:13])[C:9]([F:15])([F:14])[CH2:8][N:7]([CH:16]([CH3:18])[CH3:17])[C:6]=2[N:19]=1.[NH2:20][C:21]1[CH:35]=[CH:34][C:24]([C:25]([NH:27][CH2:28][CH2:29][CH2:30][N:31]([CH3:33])[CH3:32])=[O:26])=[CH:23][C:22]=1[O:36][CH3:37].O.C1(C)C=CC(S(O)(=O)=O)=CC=1.C(=O)([O-])[O-].[Na+].[Na+]>ClCCl.C(O)(C)C>[F:14][C:9]1([F:15])[CH2:8][N:7]([CH:16]([CH3:18])[CH3:17])[C:6]2[N:19]=[C:2]([NH:20][C:21]3[CH:35]=[CH:34][C:24]([C:25]([NH:27][CH2:28][CH2:29][CH2:30][N:31]([CH3:33])[CH3:32])=[O:26])=[CH:23][C:22]=3[O:36][CH3:37])[N:3]=[CH:4][C:5]=2[N:11]([CH3:12])[C:10]1=[O:13] |f:2.3,4.5.6|. Procedure details: A mixture of 0.07 g (0.24 mmole) of 2-chloro-7,7-difluoro-9-isopropyl-5-methyl-5,7,8,9-tetrahydro-pyrimido[4,5-b][1,4]diazepin-6-one (VII-292), 0.067 g (0.26 mmole) of 4-amino-N-(3-dimethylamino-propyl)-3-methoxy-benzamide, 0.069 g (0.36 mmole) of p-toluenesulfonic acid monohydrate and 4 mL of isopropanol was heated in a pressure tube at 140 degrees overnight. After cooling, dichloromethane and saturated sodium carbonate were added. The mixture was extracted with dichloromethane twice. The combi... The reactants are CCO, CCOC(=O)C(C)(C)C=COC, [Na+], [OH-], O. The product is COC=CC(C)(C)C(=O)O. RXN SMILES: [CH2:16]([OH:17])[CH3:18].[CH3:1][O:2][CH:3]=[CH:4][C:5]([C:6](=[O:7])[O:8][CH2:9][CH3:10])([CH3:11])[CH3:12].[Na+:14].[OH-:13].[OH2:15]>>[CH3:1][O:2][CH:3]=[CH:4][C:5]([C:6](=[O:7])[OH:8])([CH3:11])[CH3:12]. Starting materials: CSC1=NC(=O)C(=Cc2ccc3c(cnn3Cc3ccc(C(F)(F)F)cc3C(F)(F)F)c2)S1, CS(=O)(=O)NC1CCNCC1. Product: CS(=O)(=O)NC1CCN(C2=NC(=O)C(=Cc3ccc4c(cnn4Cc4ccc(C(F)(F)F)cc4C(F)(F)F)c3)S2)CC1. As a reaction SMILES: [F:1][C:2]([c:3]1[c:4]([CH2:5][n:6]2[n:7][cH:8][c:9]3[cH:10][c:11]([CH:15]=[C:16]4[C:17](=[O:23])[N:18]=[C:19]([S:21][CH3:22])[S:20]4)[cH:12][cH:13][c:14]23)[cH:24][cH:25][c:26]([C:28]([F:29])([F:30])[F:31])[cH:27]1)([F:32])[F:33].[NH:34]1[CH2:35][CH2:36][CH:37]([NH:40][S:41](=[O:42])(=[O:43])[CH3:44])[CH2:38][CH2:39]1>>[F:1][C:2]([c:3]1[c:4]([CH2:5][n:6]2[n:7][cH:8][c:9]3[cH:10][c:11]([CH:15]=[C:16]4[C:17](=[O:23])[N:18]=[C:19]([N:34]5[CH2:35][CH2:36][CH:37]([NH:40][S:41](=[O:42])(=[O:43])[CH3:44])[CH2:38][CH2:39]5)[S:20]4)[cH:12][cH:13][c:14]23)[cH:24][cH:25][c:26]([C:28]([F:29])([F:30])[F:31])[cH:27]1)([F:32])[F:33]. The reactants are Brc1cnc2[nH]ccc2c1, CO, CCOc1ccc(F)c(Cl)c1C=O, [K+], [OH-]. Yields the product CCOc1ccc(F)c(Cl)c1C(OC)c1c[nH]c2ncc(Br)cc12. As a reaction SMILES: [Br:14][c:15]1[cH:16][c:17]2[cH:18][cH:19][nH:20][c:21]2[n:22][cH:23]1.[CH3:26][OH:27].[Cl:1][c:2]1[c:3]([CH:4]=[O:5])[c:6]([O:11][CH2:12][CH3:13])[cH:7][cH:8][c:9]1[F:10].[K+:25].[OH-:24]>>[Cl:1][c:2]1[c:3]([CH:4]([O:5][CH3:26])[c:18]2[c:17]3[cH:16][c:15]([Br:14])[cH:23][n:22][c:21]3[nH:20][cH:19]2)[c:6]([O:11][CH2:12][CH3:13])[cH:7][cH:8][c:9]1[F:10]. Starting materials: C(C(C)C)N (Isobutylamine), O1CC1(C)C (1,2-epoxy-2-methylpropane). Yields the product C(C(C)C)NCC(O)(C)C (N-isobutyl-N-(2,2-dimethyl-2-hydroxyethyl)amine). RXN SMILES: [CH2:1]([NH2:5])[CH:2]([CH3:4])[CH3:3].[O:6]1[C:8]([CH3:10])([CH3:9])[CH2:7]1>>[CH2:1]([NH:5][CH2:7][C:8]([CH3:10])([CH3:9])[OH:6])[CH:2]([CH3:4])[CH3:3]. Reported procedure: Isobutylamine was reacted with 1,2-epoxy-2-methylpropane according to Method B5b to give N-isobutyl-N-(2,2-dimethyl-2-hydroxyethyl)amine. N-Isobutyl-N-(2,2-dimethyl-2-hydroxyethyl)amine was reacted with SOCl2 followed by 2,4-dichlorophenyl isothiocyanate according to Method C2f to afford 2-(2,4-1-dichlorophenylimino)-3-isobutyl-5,5-dimethyl-1,3-thiazolidine HCl salt. Starting materials: NC=1C=C2CCC(N(C2=CC1)CCCN1CCCCC1)=O (6-amino-1-(3-(piperidin-1-yl)propyl)-3,4-dihydroquinolin-2(1H)-one), I.S1C(=CC=C1)C(=N)SC (methyl thiophene-2-carbimidothioate hydroiodide). The solvent is C(C)(=O)OCC (ethyl acetate), C(O)([O-])=O.[Na+] (sodium hydrogen carbonate), C(C)O (ethanol). Conditions: time 64 hour. The product is N1(CCCCC1)CCCN1C(CCC2=CC(=CC=C12)NC(=N)C=1SC=CC1)=O (N-(1-(3-(piperidin-1-yl)propyl)-2-oxo-1,2,3,4-tetrahydroquinolin-6-yl)thiophene-2-carboximidamide). As a reaction SMILES: [NH2:1][C:2]1[CH:3]=[C:4]2[C:9](=[CH:10][CH:11]=1)[N:8]([CH2:12][CH2:13][CH2:14][N:15]1[CH2:20][CH2:19][CH2:18][CH2:17][CH2:16]1)[C:7](=[O:21])[CH2:6][CH2:5]2.I.[S:23]1[CH:27]=[CH:26][CH:25]=[C:24]1[C:28](SC)=[NH:29]>C(O)C.C(OCC)(=O)C.C(=O)([O-])O.[Na+]>[N:15]1([CH2:14][CH2:13][CH2:12][N:8]2[C:9]3[C:4](=[CH:3][C:2]([NH:1][C:28]([C:24]4[S:23][CH:27]=[CH:26][CH:25]=4)=[NH:29])=[CH:11][CH:10]=3)[CH2:5][CH2:6][C:7]2=[O:21])[CH2:16][CH2:17][CH2:18][CH2:19][CH2:20]1 |f:1.2,5.6|. Procedure details: A solution of 6-amino-1-(3-(piperidin-1-yl)propyl)-3,4-dihydroquinolin-2(1H)-one (0.065 g, 0.226 mmol) in dry ethanol (5 mL) was treated with methyl thiophene-2-carbimidothioate hydroiodide (0.129 g, 0.452 mmol) at room temperature and the resulting mixture was stirred for 64 hours. The reaction was transferred to a separatory funnel and diluted with ethyl acetate (30 mL) and saturated sodium hydrogen carbonate (20 mL). The aqueous was partitioned twice more with ethyl acetate (2×20 mL). The com... The reactants are C(C)OC(=O)C=1C=2N=CC=NC2C(=CC1)C1=C(C(=CC(=C1F)OC)OC)F (8-(2,6-difluoro-3,5-dimethoxy-phenyl)-quinoxaline-5-carboxylic acid ethyl ester), CN1CCN(CC1)CC=1C=CC(=NC1)N (5-(4-methyl-piperazin-1-ylmethyl)-pyridin-2-ylamine). Run in C(Cl)Cl.CO (DCM MeOH). The product is CN1CCN(CC1)CC=1C=CC(=NC1)NC(=O)C=1C=2N=CC=NC2C(=CC1)C1=C(C(=CC(=C1F)OC)OC)F (8-(2,6-Difluoro-3,5-dimethoxy-phenyl)-quinoxaline-5-carboxylic acid [5-(4-methyl-piperazin-1-ylmethyl)-pyridin-2-yl]-amide). Reaction SMILES: C([O:3][C:4]([C:6]1[C:7]2[N:8]=[CH:9][CH:10]=[N:11][C:12]=2[C:13]([C:16]2[C:21]([F:22])=[C:20]([O:23][CH3:24])[CH:19]=[C:18]([O:25][CH3:26])[C:17]=2[F:27])=[CH:14][CH:15]=1)=O)C.[CH3:28][N:29]1[CH2:34][CH2:33][N:32]([CH2:35][C:36]2[CH:37]=[CH:38][C:39]([NH2:42])=[N:40][CH:41]=2)[CH2:31][CH2:30]1>C(Cl)Cl.CO>[CH3:28][N:29]1[CH2:34][CH2:33][N:32]([CH2:35][C:36]2[CH:37]=[CH:38][C:39]([NH:42][C:4]([C:6]3[C:7]4[N:8]=[CH:9][CH:10]=[N:11][C:12]=4[C:13]([C:16]4[C:17]([F:27])=[C:18]([O:25][CH3:26])[CH:19]=[C:20]([O:23][CH3:24])[C:21]=4[F:22])=[CH:14][CH:15]=3)=[O:3])=[N:40][CH:41]=2)[CH2:31][CH2:30]1 |f:2.3|. Reported procedure: The title compound was prepared in analogy to the procedure described in Example 115 but using 8-(2,6-difluoro-3,5-dimethoxy-phenyl)-quinoxaline-5-carboxylic acid ethyl ester (Step 124.1) and 5-(4-methyl-piperazin-1-ylmethyl)-pyridin-2-ylamine (Example 31; purified by silica gel column chromatography). Title compound: ESI-MS: 535.1 [M+H]+; tR=3.45 min (System 1); TLC: Rf=0.19 (DCM/MeOH/NH3aq, 94:5:1).